This data is from the Open Reaction Database (ORD), a public repository of structured organic reaction records. The task is: describe an organic reaction: reactants, conditions, products, and yield The reactants are O (water), FC1=CC=C(C=C1)O (4-Fluorophenol), C([O-])([O-])=O.[Na+].[Na+] (sodium carbonate), C(N)(=O)[C@H](CC(C)C)NC(=O)C1=NC(=C(C=C1)Br)Cl (5-Bromo-6-chloro-pyridine-2-carboxylic acid ((S)-1-carbamoyl-3-methyl-butyl)-amide). The solvent is CN(C)C=O (DMF). Conditions: temperature 120 celsius. Yields the product C(N)(=O)[C@H](CC(C)C)NC(=O)C1=NC(=C(C=C1)Br)OC1=CC=C(C=C1)F (5-Bromo-6-(4-fluoro-phenoxy)-pyridine-2-carboxylic acid ((S)-1-carbamoyl-3-methyl-butyl)-amide). The yield is 37.9%. As a reaction SMILES: [C:1]([C@@H:4]([NH:9][C:10]([C:12]1[CH:17]=[CH:16][C:15]([Br:18])=[C:14](Cl)[N:13]=1)=[O:11])[CH2:5][CH:6]([CH3:8])[CH3:7])(=[O:3])[NH2:2].[F:20][C:21]1[CH:26]=[CH:25][C:24]([OH:27])=[CH:23][CH:22]=1.C(=O)([O-])[O-].[Na+].[Na+].O>CN(C=O)C>[C:1]([C@@H:4]([NH:9][C:10]([C:12]1[CH:17]=[CH:16][C:15]([Br:18])=[C:14]([O:27][C:24]2[CH:25]=[CH:26][C:21]([F:20])=[CH:22][CH:23]=2)[N:13]=1)=[O:11])[CH2:5][CH:6]([CH3:8])[CH3:7])(=[O:3])[NH2:2] |f:2.3.4|. Procedure details: 5-Bromo-6-chloro-pyridine-2-carboxylic acid ((S)-1-carbamoyl-3-methyl-butyl)-amide (50 mg, 143 μmol) was dissolved in DMF (0.5 mL) to give a colorless solution. 4-Fluorophenol (19.3 mg, 172 μmol) and sodium carbonate (45.6 mg, 430 μmol) were added successively to give a yellow solution. The reaction mixture was stirred at 120° C. over the weekend, cooled to ambient temperature and poured into 40 mL water. The mixture was extracted with isopropyl acetate (2×40 mL), organic phases were combined, d... Reactants: C[C@@H]1[C@H](NC(O1)=O)C(=O)O ((4S,5R)-5-methyl-2-oxooxazolidine-4-carboxylic acid), [N+](=O)(O)[O-].[N+](=O)([O-])OCCN (N-(2-nitrooxyethyl)amine nitrate). Yields the product [N+](=O)([O-])OCCNC(=O)[C@H]1NC(O[C@@H]1C)=O ((4S,5R)-N-(2-Nitrooxyethyl)-5-methyl-2-oxooxazolidine-4-carboxamide). Yield: 14.2%. As a reaction SMILES: [CH3:1][C@H:2]1[O:6][C:5](=[O:7])[NH:4][C@@H:3]1[C:8]([OH:10])=O.[N+]([O-])(O)=O.[N+:15]([O:18][CH2:19][CH2:20][NH2:21])([O-:17])=[O:16]>>[N+:15]([O:18][CH2:19][CH2:20][NH:21][C:8]([C@@H:3]1[C@@H:2]([CH3:1])[O:6][C:5](=[O:7])[NH:4]1)=[O:10])([O-:17])=[O:16] |f:1.2|. Reported procedure: A procedure similar to that described in Example 19 was repeated, but using 180 mg of (4S,5R)-5-methyl-2-oxooxazolidine-4-carboxylic acid and 230 mg of N-(2-nitrooxyethyl)amine nitrate, after which the product was recrystallized from methylene chloride, to obtain 41 mg of the title compound as colorless needles, melting at 81.5°-82.5° C. Starting materials: C(C)OC(C[C@@H](C1=C(C=CC=C1)C)NC(=O)C1=NN(C(=C1)OCC1(COC1)C)C1=C(C=CC=C1)F)=O ((S)-3-{[1-(2-fluoro-phenyl)-5-(3-methyl-oxetan-3-ylmethoxy)-1H-pyrazole-3-carbonyl]-amino}-3-(2-methyl-phenyl)-propionic acid ethyl ester), [OH-].[Li+] (lithium hydroxide). Solvent: C1CCOC1 (THF), O (water). Run at time 8 hour. Product: FC1=C(C=CC=C1)N1N=C(C=C1OCC1(COC1)C)C(=O)N[C@@H](CC(=O)O)C1=C(C=CC=C1)C ((S)-3-{[1-(2-Fluoro-phenyl)-5-(3-methyl-oxetan-3-ylmethoxy)-1H-pyrazole-3-carbonyl]-amino}-3-(2-methyl-phenyl)-propionic acid). Isolated yield 80.2%. RXN SMILES: C([O:3][C:4](=[O:36])[CH2:5][C@H:6]([NH:14][C:15]([C:17]1[CH:21]=[C:20]([O:22][CH2:23][C:24]2([CH3:28])[CH2:27][O:26][CH2:25]2)[N:19]([C:29]2[CH:34]=[CH:33][CH:32]=[CH:31][C:30]=2[F:35])[N:18]=1)=[O:16])[C:7]1[CH:12]=[CH:11][CH:10]=[CH:9][C:8]=1[CH3:13])C.[OH-].[Li+]>C1COCC1.O>[F:35][C:30]1[CH:31]=[CH:32][CH:33]=[CH:34][C:29]=1[N:19]1[C:20]([O:22][CH2:23][C:24]2([CH3:28])[CH2:27][O:26][CH2:25]2)=[CH:21][C:17]([C:15]([NH:14][C@H:6]([C:7]2[CH:12]=[CH:11][CH:10]=[CH:9][C:8]=2[CH3:13])[CH2:5][C:4]([OH:36])=[O:3])=[O:16])=[N:18]1 |f:1.2|. Procedure details: 100 mg (0.2 mmol) of (S)-3-{[1-(2-fluoro-phenyl)-5-(3-methyl-oxetan-3-ylmethoxy)-1H-pyrazole-3-carbonyl]-amino}-3-(2-methyl-phenyl)-propionic acid ethyl ester were dissolved in a mixture of THF, MOH and water (2 ml each), and 14.5 mg (0.61 mmol) of lithium hydroxide were added. The mixture was stirred overnight at room temperature and the solvent removed. The residue was subjected to column chromatography (silica gel, DCM/MOH 9:1) to give 75 mg (75%) of the title compound. Starting materials: C[Si](C)(C)[N-][Si](C)(C)C.[Li+] (Lithium bis(trimethylsilyl)amide), C1(=CC=CC=C1)C(C(=O)O)C (2-phenyl-propionic acid), BrCCC(C)(C)C (1-bromo-3,3-dimethyl-butane). The solvent is O1CCCC1 (tetrahydrofuran), O1CCCC1 (tetrahydrofuran). Reaction conditions: time 17 hour. The product is CC(C(=O)O)(CCC(C)(C)C)C1=CC=CC=C1 (2,5,5-trimethyl-2-phenylhexanoic Acid). The yield is 95.5%. As a reaction SMILES: C[Si]([N-][Si](C)(C)C)(C)C.[Li+].[C:11]1([CH:17]([CH3:21])[C:18]([OH:20])=[O:19])[CH:16]=[CH:15][CH:14]=[CH:13][CH:12]=1.Br[CH2:23][CH2:24][C:25]([CH3:28])([CH3:27])[CH3:26]>O1CCCC1>[CH3:21][C:17]([C:11]1[CH:16]=[CH:15][CH:14]=[CH:13][CH:12]=1)([CH2:23][CH2:24][C:25]([CH3:28])([CH3:27])[CH3:26])[C:18]([OH:20])=[O:19] |f:0.1|. Procedure: Lithium bis(trimethylsilyl)amide (32.3 g, 193 mmol) was added to 80 mL of tetrahydrofuran and the resulting solution was cooled in an ice bath. Addition of a solution of 2-phenyl-propionic acid (11.6 g, 77.3 mmol) in 10 mL of tetrahydrofuran to the reaction solution was followed by addition of 1-bromo-3,3-dimethyl-butane (20.4 g, 124 mmol). The reaction vessel was removed from the cooling bath, placed in a 50° C. oil bath, and the reaction solution was stirred for 17 hours. After concentration, ... Reactants: CO, Cl, COC(=O)C(C)(C)CC(=O)c1ccc(-c2ccc(NC=O)c(F)c2)cc1. Product: COC(=O)C(C)(C)CC(=O)c1ccc(-c2ccc(N)c(F)c2)cc1. As a reaction SMILES: [CH3:28][OH:29].[ClH:27].[F:1][c:2]1[cH:3][c:4](-[c:11]2[cH:12][cH:13][c:14]([C:17]([CH2:18][C:19]([C:20](=[O:21])[O:22][CH3:23])([CH3:24])[CH3:25])=[O:26])[cH:15][cH:16]2)[cH:5][cH:6][c:7]1[NH:8][CH:9]=[O:10]>>[F:1][c:2]1[cH:3][c:4](-[c:11]2[cH:12][cH:13][c:14]([C:17]([CH2:18][C:19]([C:20](=[O:21])[O:22][CH3:23])([CH3:24])[CH3:25])=[O:26])[cH:15][cH:16]2)[cH:5][cH:6][c:7]1[NH2:8]. Reported procedure: A mixture of 230 mg of ethyl 4-hydroxy-6-methyl-3-quinolinecarboxylate (J. Chem. Soc., 893 (1948)) and 0.7 mL of 4-chlorobenzylamine is stirred for 1 h at 210 ° C. The mixture is cooled to 25° C. and it is diluted with 1.5 mL of toluene. The mixture is filtered and the filtrant is dissolved in a minimum volume of refluxing glacial acetic acid. The hot solution is treated with distilled water dropwise until it becomes cloudy, and it is allowed to cool to 25° C. The precipitate is collected by fil... Reaction conditions: temperature 210 celsius, time 1 hour. The reactants are OC1=C(C=NC2=CC=C(C=C12)C)C(=O)OCC (ethyl 4-hydroxy-6-methyl-3-quinolinecarboxylate), ClC1=CC=C(CN)C=C1 (4-chlorobenzylamine). As a reaction SMILES: [OH:1][C:2]1[C:11]2[C:6](=[CH:7][CH:8]=[C:9]([CH3:12])[CH:10]=2)[N:5]=[CH:4][C:3]=1[C:13]([O:15]CC)=O.[Cl:18][C:19]1[CH:26]=[CH:25][C:22]([CH2:23][NH2:24])=[CH:21][CH:20]=1>C1(C)C=CC=CC=1>[Cl:18][C:19]1[CH:26]=[CH:25][C:22]([CH2:23][NH:24][C:13]([C:3]2[CH:4]=[N:5][C:6]3[C:11]([C:2]=2[OH:1])=[CH:10][C:9]([CH3:12])=[CH:8][CH:7]=3)=[O:15])=[CH:21][CH:20]=1. Solvent: C1(=CC=CC=C1)C (toluene). Product: ClC1=CC=C(C=C1)CNC(=O)C=1C=NC2=CC=C(C=C2C1O)C (N-[(4-Chlorophenyl)methyl]-4-hydroxy-6-methyl-3-quinoline-carboxamide), light tan solid.